The task is: describe an organic reaction: reactants, conditions, products, and yield. This data is from the Open Reaction Database (ORD), a public repository of structured organic reaction records. Reactants: C(C)(=O)N1CC2=CC(=CC=C2CC1)S(=O)(=O)Cl (2-acetyl-1,2,3,4-tetrahydro-isoquinoline-7-sulfonyl chloride), [OH-].[NH4+] (Ammonium hydroxide). Reaction conditions: time 16 hour. The product is Cl.NS(=O)(=O)C1=CC=C2CCNCC2=C1 (7-aminosulfonyl-1,2,3,4-tetrahydro-isoquinoline hydrochloride). Reaction SMILES: C([N:4]1[CH2:13][CH2:12][C:11]2[C:6](=[CH:7][C:8]([S:14]([Cl:17])(=[O:16])=[O:15])=[CH:9][CH:10]=2)[CH2:5]1)(=O)C.[OH-].[NH4+:19]>>[ClH:17].[NH2:19][S:14]([C:8]1[CH:7]=[C:6]2[C:11]([CH2:12][CH2:13][NH:4][CH2:5]2)=[CH:10][CH:9]=1)(=[O:16])=[O:15] |f:1.2,3.4|. Procedure details: Ammonium hydroxide (conc., 20 mL) was added to 2-acetyl-1,2,3,4-tetrahydro-isoquinoline-7-sulfonyl chloride (2 g). The mixture was stirred at rt for 16 h. The ammonium hydroxide was evaporated under vacuum and hydrochloric acid (10%, 50 mL) was added to the residue. The mixture was heated at reflux for 4 h and the aqueous was evaporated under vacuum to afford 7-aminosulfonyl-1,2,3,4-tetrahydro-isoquinoline hydrochloride (1.5 g). As a reaction SMILES: [C:1](=O)([O-])[O-].[K+].[K+].CI.[CH3:9][O:10][C:11]1[C:12]([CH3:38])=[C:13]([C:20]([C:22]2[CH:23]=[C:24]3[C:29](=[CH:30][CH:31]=2)[NH:28][CH:27]=[C:26]([C:32]([O:34][CH2:35][CH3:36])=[O:33])[C:25]3=[O:37])=[O:21])[N:14]2[C:19]=1[CH:18]=[CH:17][CH:16]=[CH:15]2>CN(C=O)C>[CH3:9][O:10][C:11]1[C:12]([CH3:38])=[C:13]([C:20]([C:22]2[CH:23]=[C:24]3[C:29](=[CH:30][CH:31]=2)[N:28]([CH3:1])[CH:27]=[C:26]([C:32]([O:34][CH2:35][CH3:36])=[O:33])[C:25]3=[O:37])=[O:21])[N:14]2[C:19]=1[CH:18]=[CH:17][CH:16]=[CH:15]2 |f:0.1.2|. The product is COC=1C(=C(N2C=CC=CC12)C(=O)C=1C=C2C(C(=CN(C2=CC1)C)C(=O)OCC)=O)C (Ethyl 6-[(1-methoxy-2-methylindolizin-3-yl)carbonyl]-1-methyl-4-oxo-1,4-dihydroquinoline-3-carboxylate). Yield: 93.6%. Procedure: 3.8 g (27.89 mmol) of potassium carbonate and 1.74 ml (27.89 mmol) of methyl iodide are added, at ambient temperature under an inert atmosphere, to 10 g (23.24 mmol) of ethyl 6-[(1-methoxy-2-methylindolizin-3-yl)carbonyl]-4-oxo-1,4-dihydroquinoline-3-carboxylate in 100 ml of DMF. The reaction medium is heated at 90° C. for 1 h 30. The reaction medium is filtered through talc, diluted with dichloromethane, and then washed with water. The organic phase is dried with sodium sulphate and then concen... Solvent: CN(C)C=O (DMF). The reactants are C([O-])([O-])=O.[K+].[K+] (potassium carbonate), CI (methyl iodide), COC=1C(=C(N2C=CC=CC12)C(=O)C=1C=C2C(C(=CNC2=CC1)C(=O)OCC)=O)C (ethyl 6-[(1-methoxy-2-methylindolizin-3-yl)carbonyl]-4-oxo-1,4-dihydroquinoline-3-carboxylate). Run at temperature 90 celsius. Reactants: CCOC(=O)c1nc(N2CCN(CCO)CC2)n(C)c(=O)c1OCc1ccccc1, CCOC(C)=O. The product is CCOC(=O)c1nc(N2CCN(CCO)CC2)n(C)c(=O)c1O. RXN SMILES: [CH2:1]([CH3:2])[O:3][C:4](=[O:5])[c:6]1[n:7][c:8]([N:22]2[CH2:23][CH2:24][N:25]([CH2:28][CH2:29][OH:30])[CH2:26][CH2:27]2)[n:9]([CH3:21])[c:10](=[O:20])[c:11]1[O:12][CH2:13][c:14]1[cH:15][cH:16][cH:17][cH:18][cH:19]1.[CH3:31][CH2:32][O:33][C:34]([CH3:35])=[O:36]>>[CH2:1]([CH3:2])[O:3][C:4](=[O:5])[c:6]1[n:7][c:8]([N:22]2[CH2:23][CH2:24][N:25]([CH2:28][CH2:29][OH:30])[CH2:26][CH2:27]2)[n:9]([CH3:21])[c:10](=[O:20])[c:11]1[OH:12]. As a reaction SMILES: [C:1]([O:2][BH-:3]([O:4][C:5](=[O:6])[CH3:7])[O:8][C:9](=[O:10])[CH3:11])(=[O:12])[CH3:13].[CH2:26]1[CH2:27][NH:28][CH2:29]1.[CH2:30]1[O:31][CH2:32][CH2:33][CH2:34]1.[Cl:35][CH2:36][Cl:37].[Na+:14].[Na+:42].[O-:38][C:39]([OH:40])=[O:41].[nH:15]1[cH:16][cH:17][c:18]2[c:19]([CH:24]=[O:25])[cH:20][cH:21][cH:22][c:23]12>>[nH:15]1[cH:16][cH:17][c:18]2[c:19]([CH2:24][N:28]3[CH2:27][CH2:26][CH2:29]3)[cH:20][cH:21][cH:22][c:23]12. Product: c1cc(CN2CCC2)c2cc[nH]c2c1. Reactants: CC(=O)O[BH-](OC(C)=O)OC(C)=O, C1CNC1, C1CCOC1, ClCCl, [Na+], [Na+], O=C([O-])O, O=Cc1cccc2[nH]ccc12. Reactants: FC(C=1C=C(C=C(C1)C(F)(F)F)[C@@H](C)N(C(=O)N1[C@H](C[C@]2(CC[C@@H](N2)C(=O)OC)CC1)C1=C(C=C(C=C1)F)C)C)(F)F (Methyl (2R,5S,7R)-8-{[{(1R)-1-[3,5-bis(trifluoromethyl)phenyl]ethyl}(methyl)amino]carbonyl}-7-(4-fluoro-2-methylphenyl)-1,8-diazaspiro[4.5]decane-2-carboxylate), FC(C=1C=C(C=C(C1)C(F)(F)F)[C@@H](C)N(C(=O)N1[C@H](C[C@]2(CC[C@@H](N2)C(=O)OC)CC1)C1=C(C=C(C=C1)F)C)C)(F)F (Methyl (2R,5S,7R)-8-{[{(1R)-1-[3,5-bis(trifluoromethyl)phenyl]ethyl}(methyl)amino]carbonyl}-7-(4-fluoro-2-methylphenyl)-1,8-diazaspiro[4.5]decane-2-carboxylate), CO (MeOH), N (Ammonia). Yields the product FC(C=1C=C(C=C(C1)C(F)(F)F)[C@@H](C)N(C(=O)N1[C@H](C[C@]2(CC[C@@H](N2)C(=O)N)CC1)C1=C(C=C(C=C1)F)C)C)(F)F ((2R,5S,7R)—N8-{(1R)-1-[3,5-bis(trifluoromethyl)phenyl]ethyl}-7-(4-fluoro-2-methylphenyl)-N8-methyl-1,8-diazaspiro[4.5]decane-2,8-dicarboxamide). Reaction SMILES: [F:1][C:2]([F:42])([F:41])[C:3]1[CH:4]=[C:5]([C@H:13]([N:15]([CH3:40])[C:16]([N:18]2[CH2:31][CH2:30][C@:21]3([NH:25][C@@H:24]([C:26]([O:28]C)=O)[CH2:23][CH2:22]3)[CH2:20][C@@H:19]2[C:32]2[CH:37]=[CH:36][C:35]([F:38])=[CH:34][C:33]=2[CH3:39])=[O:17])[CH3:14])[CH:6]=[C:7]([C:9]([F:12])([F:11])[F:10])[CH:8]=1.CO.[NH3:45]>>[F:10][C:9]([F:12])([F:11])[C:7]1[CH:6]=[C:5]([C@H:13]([N:15]([CH3:40])[C:16]([N:18]2[CH2:31][CH2:30][C@:21]3([NH:25][C@@H:24]([C:26]([NH2:45])=[O:28])[CH2:23][CH2:22]3)[CH2:20][C@@H:19]2[C:32]2[CH:37]=[CH:36][C:35]([F:38])=[CH:34][C:33]=2[CH3:39])=[O:17])[CH3:14])[CH:4]=[C:3]([C:2]([F:1])([F:41])[F:42])[CH:8]=1. Procedure details: In a sealed tube a solution of Methyl (2R,5S,7R)-8-{[{(1R)-1-[3,5-bis(trifluoromethyl)phenyl]ethyl}(methyl)amino]carbonyl}-7-(4-fluoro-2-methylphenyl)-1,8-diazaspiro[4.5]decane-2-carboxylate (Intermediate 12, 21.6 mg, 0.036 mmol) in 7N Ammonia in MeOH (5 mL, 35.0 mmol) was stirred at 25° C. for 1 day. The solvent was evaporated to dryness and the crude was purified by silica cartridge (2 g) (at first EtOAc and then 97.5:2.5 DCM/0.5 M NH3 in MeOH) to give 17.8 mg of the title compound as a white ... The reactants are C1(CCCC1)=O (cyclopentanone), C(C1=CC=CC=C1)=C(C#N)C#N (benzylidenemalononitrile), C(C)(=O)[O-].[NH4+] (ammonium acetate). Solvent: C1(=CC=CC=C1)C (toluene). The product is NC1=C(C(=C2C(=N1)CCC2)C2=CC=CC=C2)C#N (2-Amino-4-phenyl-6,7-dihydro-5H-cyclopenta[b]pyridine-3-carbonitrile). Reaction SMILES: [C:1]1(=O)[CH2:5][CH2:4][CH2:3][CH2:2]1.[CH:7](=[C:14]([C:17]#[N:18])[C:15]#[N:16])[C:8]1[CH:13]=[CH:12][CH:11]=[CH:10][CH:9]=1.C([O-])(=O)C.[NH4+:23]>C1(C)C=CC=CC=1>[NH2:18][C:17]1[N:23]=[C:2]2[CH2:3][CH2:4][CH2:5][C:1]2=[C:7]([C:8]2[CH:13]=[CH:12][CH:11]=[CH:10][CH:9]=2)[C:14]=1[C:15]#[N:16] |f:2.3|. Procedure: In 12 ml of toluene, 500 mg (5.94 mmol) of cyclopentanone, 916 mg (5.94 mmol) of benzylidenemalononitrile and 1.00 g (13.1 mmol) of ammonium acetate were heated under reflux for 2 h. The mixture was washed with 10 ml of a saturated aqueous sodium bicarbonate solution and then with 10 ml of water, dried over magnesium sulfate and freed from the solvent on a rotary evaporator. The residue was purified by preparative HPLC (column: YMC GEL ODS-AQ S-5, 15 μm; mobile phase gradient: acetonitrile/water...